From a dataset of the Open Reaction Database (ORD), a public repository of structured organic reaction records. describe an organic reaction: reactants, conditions, products, and yield Product: C(C)N(CC1=C(C=CC=C1)OC)CC(CC1=CNC2=CC=CC=C12)NC(CN1CCN(CC1)C1=CC=CC=C1)=O (1-[N-ethyl-N-(2-methoxybenzyl)amino]-3-(1H-indol-3-yl)-2-[N-(2-((4 phenyl)piperazin-1-yl)acetyl)amino]propane). Isolated yield 83.4%. The solvent is CN(C=O)C (N,N-dimethylformamide). Reported procedure: To a room temperature solution of 3-(1H-indol-3-yl)-1-[N-(2-methoxybenzyl)amino]-2-[N-(2-((4-phenyl)piperazin-1-yl)acetyl)amino]propane (0.41 g, 0.80 mmole) in 5 ml of anhydrous N,N-dimethylformamide were added ethyl iodide (120 μl, 1.5 mmoles) and potassium carbonate (120 mg, 0.87 mmole). This mixture was then heated to 50° C. and maintained at that temperature for about 4 hours after which it was stirred at room temperature for about 16 hours. The N,N-dimethylformamide was then removed under r... The reactants are N1C=C(C2=CC=CC=C12)CC(CNCC1=C(C=CC=C1)OC)NC(CN1CCN(CC1)C1=CC=CC=C1)=O (3-(1H-indol-3-yl)-1-[N-(2-methoxybenzyl)amino]-2-[N-(2-((4-phenyl)piperazin-1-yl)acetyl)amino]propane), C(C)I (ethyl iodide), C([O-])([O-])=O.[K+].[K+] (potassium carbonate). As a reaction SMILES: [NH:1]1[C:9]2[C:4](=[CH:5][CH:6]=[CH:7][CH:8]=2)[C:3]([CH2:10][CH:11]([NH:23][C:24](=[O:38])[CH2:25][N:26]2[CH2:31][CH2:30][N:29]([C:32]3[CH:37]=[CH:36][CH:35]=[CH:34][CH:33]=3)[CH2:28][CH2:27]2)[CH2:12][NH:13][CH2:14][C:15]2[CH:20]=[CH:19][CH:18]=[CH:17][C:16]=2[O:21][CH3:22])=[CH:2]1.[CH2:39](I)[CH3:40].C(=O)([O-])[O-].[K+].[K+]>CN(C)C=O>[CH2:39]([N:13]([CH2:12][CH:11]([NH:23][C:24](=[O:38])[CH2:25][N:26]1[CH2:31][CH2:30][N:29]([C:32]2[CH:33]=[CH:34][CH:35]=[CH:36][CH:37]=2)[CH2:28][CH2:27]1)[CH2:10][C:3]1[C:4]2[C:9](=[CH:8][CH:7]=[CH:6][CH:5]=2)[NH:1][CH:2]=1)[CH2:14][C:15]1[CH:20]=[CH:19][CH:18]=[CH:17][C:16]=1[O:21][CH3:22])[CH3:40] |f:2.3.4|. Run at temperature 50 celsius, time 16 hour. The reactants are C1CCOC1, COC(=O)c1nc(Sc2ccc(NC(=O)C3CC3)cc2)nc(Nc2cc(C)[nH]n2)c1N, Cl, [Li+], [OH-]. Yields the product Cc1cc(Nc2nc(Sc3ccc(NC(=O)C4CC4)cc3)nc(C(=O)O)c2N)n[nH]1. Reaction SMILES: [CH2:35]1[O:36][CH2:37][CH2:38][CH2:39]1.[CH:1]1([C:4](=[O:5])[NH:6][c:7]2[cH:8][cH:9][c:10]([S:13][c:14]3[n:15][c:16]([NH:25][c:26]4[n:27][nH:28][c:29]([CH3:31])[cH:30]4)[c:17]([NH2:24])[c:18]([C:20](=[O:21])[O:22][CH3:23])[n:19]3)[cH:11][cH:12]2)[CH2:2][CH2:3]1.[ClH:34].[Li+:33].[OH-:32]>>[CH:1]1([C:4](=[O:5])[NH:6][c:7]2[cH:8][cH:9][c:10]([S:13][c:14]3[n:15][c:16]([NH:25][c:26]4[n:27][nH:28][c:29]([CH3:31])[cH:30]4)[c:17]([NH2:24])[c:18]([C:20](=[O:21])[OH:22])[n:19]3)[cH:11][cH:12]2)[CH2:2][CH2:3]1. Starting materials: C(C1=CC=CC=C1)N1C(=NC2=C1C=CC=C2)SCC(=O)OCC (ethyl 2-(1-benzyl-1H-benzo[d]imidazol-2-ylthio)acetate), O.NN (hydrazine monohydrate). Run in C(C)O (ethanol). Conditions: time 16 hour. Product: C(C1=CC=CC=C1)N1C(=NC2=C1C=CC=C2)SCC(=O)NN (2-(1-benzyl-1H-benzo[d]imidazol-2-ylthio)acetohydrazide). As a reaction SMILES: [CH2:1]([N:8]1[C:12]2[CH:13]=[CH:14][CH:15]=[CH:16][C:11]=2[N:10]=[C:9]1[S:17][CH2:18][C:19]([O:21]CC)=O)[C:2]1[CH:7]=[CH:6][CH:5]=[CH:4][CH:3]=1.O.[NH2:25][NH2:26]>C(O)C>[CH2:1]([N:8]1[C:12]2[CH:13]=[CH:14][CH:15]=[CH:16][C:11]=2[N:10]=[C:9]1[S:17][CH2:18][C:19]([NH:25][NH2:26])=[O:21])[C:2]1[CH:7]=[CH:6][CH:5]=[CH:4][CH:3]=1 |f:1.2|. Reported procedure: To a stirred solution of ethyl 2-(1-benzyl-1H-benzo[d]imidazol-2-ylthio)acetate 4b (200 mg, 0.61 mmol, 1.0 eq.) in ethanol (5 mL), was added hydrazine monohydrate (61 mg, 1.23 mmol, 2.0 eq.), and the reaction mixture was heated to reflux and stirred at that temperature for 16 hours. The reaction mixture was cooled to room temperature and concentrated in vacuo. The mixture was dissolved in ethyl acetate (20 mL) and washed with water (20 mL) and brine (20 mL). The organic layer was dried over magn... Reactants: C(C)(=O)Cl (acetyl chloride), NC=1C=C(C=NC1)NC(=NC#N)NC1(CCC1)C1=CC=CC=C1 (N-(5-Amino-3-pyridyl)-N"-cyano-N'-(1-phenylcyclobutyl)guanidine), ice. The solvent is N1=CC=CC=C1 (pyridine). The product is C(C)(=O)NC=1C=C(C=NC1)NC(=NC#N)NC1(CCC1)C1=CC=CC=C1 (N-(5-Acetylamino-3-pyridyl)-N"-cyano-N'-(1-phenylcyclobutyl)guanidine). Yield: 8.3%. As a reaction SMILES: [NH2:1][C:2]1[CH:3]=[C:4]([NH:8][C:9]([NH:13][C:14]2([C:18]3[CH:23]=[CH:22][CH:21]=[CH:20][CH:19]=3)[CH2:17][CH2:16][CH2:15]2)=[N:10][C:11]#[N:12])[CH:5]=[N:6][CH:7]=1.[C:24](Cl)(=[O:26])[CH3:25]>N1C=CC=CC=1>[C:24]([NH:1][C:2]1[CH:3]=[C:4]([NH:8][C:9]([NH:13][C:14]2([C:18]3[CH:23]=[CH:22][CH:21]=[CH:20][CH:19]=3)[CH2:17][CH2:16][CH2:15]2)=[N:10][C:11]#[N:12])[CH:5]=[N:6][CH:7]=1)(=[O:26])[CH3:25]. Procedure details: A stirred solution of the product from Example 3 (0.87 g, 0.0028 mol) in pyridine (10 ml), was cooled under nitrogen in an ice bath and treated with acetyl chloride (0.22 ml, 0.0031 mol). The mixture was kept in the ice bath for 1 hour and at ambient temperature for 20 hours. It was then concentrated in vacuo. The residue was mixed with saturated NaHCO3 and extracted with CHcl3. The extract was concentrated in vacuo and the residue was chromatographed on silica gel with 5% MeOH-0.25% NH4OH--CHcl... Starting materials: C1(=CC=CC=C1)[Mg]Br (phenylmagnesium bromide), C(C)(C)(C)N=NC1(CCCCC1)Cl (1-t-butylazo-1-chlorocyclohexane), yellow liquid. Run in CCOCC (ether). Reaction conditions: temperature 5 celsius, time 15 minute. The product is C(C)(C)(C)N=NC1(CCCCC1)C1=CC=CC=C1 (1-t-Butylazo-1-phenylcyclohexane). RXN SMILES: [C:1]1([Mg]Br)[CH:6]=[CH:5][CH:4]=[CH:3][CH:2]=1.[C:9]([N:13]=[N:14][C:15]1(Cl)[CH2:20][CH2:19][CH2:18][CH2:17][CH2:16]1)([CH3:12])([CH3:11])[CH3:10]>CCOCC>[C:9]([N:13]=[N:14][C:15]1([C:1]2[CH:6]=[CH:5][CH:4]=[CH:3][CH:2]=2)[CH2:20][CH2:19][CH2:18][CH2:17][CH2:16]1)([CH3:12])([CH3:11])[CH3:10]. Procedure: To a clean, dry 250 ml. round bottom + neck flask equipped with a magnetic stirrer, thermometer, condenser and addition funnel, which was being purged with nitrogen, was added an ether solution containing .06 moles of phenylmagnesium bromide. The solution was cooled to 5° C. and a solution of 8.7 g. (.043 moles) of 1-t-butylazo-1-chlorocyclohexane in 50 ml. of ether was added dropwise over 1/2 hour. After the addition was complete, the reaction was stirred for 15 minutes at room temperature and ... Reactants: COC=1C=CC2=C(CC(CO2)=O)C1 (6-methoxy-3,4-dihydro-2H-[1]-benzopyran-3-one), C(CC)NCCC (dipropylamine), FC(C(=O)O)(F)F (trifluoroacetic acid). Solvent: C1(=CC=CC=C1)C (toluene). The product is COC=1C=CC2=C(CC(CO2)N(CCC)CCC)C1 (6-methoxy-3,4-dihydro-N,N-dipropyl-2H-[1]-benzopyran-3-amine). RXN SMILES: [CH3:1][O:2][C:3]1[CH:4]=[CH:5][C:6]2[O:11][CH2:10][C:9](=O)[CH2:8][C:7]=2[CH:13]=1.[CH2:14]([NH:17][CH2:18][CH2:19][CH3:20])[CH2:15][CH3:16].FC(F)(F)C(O)=O>C1(C)C=CC=CC=1>[CH3:1][O:2][C:3]1[CH:4]=[CH:5][C:6]2[O:11][CH2:10][CH:9]([N:17]([CH2:18][CH2:19][CH3:20])[CH2:14][CH2:15][CH3:16])[CH2:8][C:7]=2[CH:13]=1. Procedure details: A mixture of 11.58 g of 6-methoxy-3,4-dihydro-2H-[1]-benzopyran-3-one, 26 g of dipropylamine, 0.3 ml of trifluoroacetic acid and 160 ml of toluene is refluxed in a Dean-Stark apparatus for 2 hours. The solution concentrated in vacuo and the residue is added to a solution of 8 g of sodium cyanoborohydride in 160 ml of ethanol and 40 ml of acetic acid. After 15 minutes at room temperature most of the solvent is removed in vacuo. The residue is dissolved in 6N hydrochloric acid and washed with ethe... Starting materials: C1(=CC=CC=C1)C (toluene), [OH-].[Na+] (sodium hydroxide), NC1=NC(=NC(=N1)N)Cl (2,4-diamino-6-chloro-1,3,5-triazine), C1(CCCCC1)N (cyclohexylamine). The solvent is O (water), O (water). Run at time 1 hour. Product: NC1=NC(=NC(=N1)N)NC1CCCCC1 (2,4-diamino-6-cyclohexylamino-1,3,5-triazine). The yield is 85.9%. RXN SMILES: [NH2:1][C:2]1[N:7]=[C:6]([NH2:8])[N:5]=[C:4](Cl)[N:3]=1.[CH:10]1([NH2:16])[CH2:15][CH2:14][CH2:13][CH2:12][CH2:11]1.[OH-].[Na+].C1(C)C=CC=CC=1>O>[NH2:1][C:2]1[N:7]=[C:6]([NH2:8])[N:5]=[C:4]([NH:16][CH:10]2[CH2:15][CH2:14][CH2:13][CH2:12][CH2:11]2)[N:3]=1 |f:2.3|. Reported procedure: A mixed solution of 14.5 g (0.1 mol) of 2,4-diamino-6-chloro-1,3,5-triazine prepared in Reference Example 1, 140 mL of water, and 29.2 g (0.3 mol) of cyclohexylamine was warmed with stirring and allowed to react at a reflux temperature for 1 hour. Further, an aqueous solution of 12 g of sodium hydroxide in 40 mL of water was dropwise added thereto over 1 hour and the mixture was aged for 1 hour. To the reaction mixture thus obtained was added 200 mL of toluene, and the resulting mixture was cool... Reactants: ClC1=NC=CC(=N1)C1=CN=C2N1C=CC(=N2)C(C)(O[Si](CC)(CC)CC)C (3-(2-Chloropyrimidin-4-yl)-7-(1-methyl-1-triethylsilanyloxyethyl)-imidazo[1,2-α]pyrimidine), C(CCC)[Sn](C1=CC=NC=C1)(CCCC)CCCC (4-tributylstannylpyridine). Reagents/catalysts: C=1C=CC(=CC1)[P](C=2C=CC=CC2)(C=3C=CC=CC3)[Pd]([P](C=4C=CC=CC4)(C=5C=CC=CC5)C=6C=CC=CC6)([P](C=7C=CC=CC7)(C=8C=CC=CC8)C=9C=CC=CC9)[P](C=1C=CC=CC1)(C=1C=CC=CC1)C=1C=CC=CC1 (tetrakis(triphenylphosphine)palladium(0)), [Cu]I (copper(I) iodide). The solvent is O1CCOCC1 (1,4-dioxane). The product is CC(C)(O[Si](CC)(CC)CC)C1=NC=2N(C=C1)C(=CN2)C2=NC(=NC=C2)C2=CC=NC=C2 (7-(1-methyl-1-triethylsilanyloxyethyl)-3-[2-(pyridin-4-yl)pyrimidin-4-yl]imidazo[1,2-α]pyrimidine). RXN SMILES: Cl[C:2]1[N:7]=[C:6]([C:8]2[N:12]3[CH:13]=[CH:14][C:15]([C:17]([CH3:27])([O:19][Si:20]([CH2:25][CH3:26])([CH2:23][CH3:24])[CH2:21][CH3:22])[CH3:18])=[N:16][C:11]3=[N:10][CH:9]=2)[CH:5]=[CH:4][N:3]=1.C([Sn](CCCC)(CCCC)[C:33]1[CH:38]=[CH:37][N:36]=[CH:35][CH:34]=1)CCC>O1CCOCC1.C1C=CC([P]([Pd]([P](C2C=CC=CC=2)(C2C=CC=CC=2)C2C=CC=CC=2)([P](C2C=CC=CC=2)(C2C=CC=CC=2)C2C=CC=CC=2)[P](C2C=CC=CC=2)(C2C=CC=CC=2)C2C=CC=CC=2)(C2C=CC=CC=2)C2C=CC=CC=2)=CC=1.[Cu]I>[CH3:18][C:17]([C:15]1[CH:14]=[CH:13][N:12]2[C:8]([C:6]3[CH:5]=[CH:4][N:3]=[C:2]([C:33]4[CH:38]=[CH:37][N:36]=[CH:35][CH:34]=4)[N:7]=3)=[CH:9][N:10]=[C:11]2[N:16]=1)([O:19][Si:20]([CH2:25][CH3:26])([CH2:23][CH3:24])[CH2:21][CH3:22])[CH3:27] |^1:56,58,77,96|. Procedure details: 3-(2-Chloropyrimidin-4-yl)-7-(1-methyl-1-triethylsilanyloxyethyl)-imidazo[1,2-α]pyrimidine (from Example 34) (403 mg, 1.0 mmol), 4-tributylstannylpyridine (736 mg, 2.0 mmol), tetrakis(triphenylphosphine)palladium(0) (115 mg, 10 mol %) and copper(I) iodide (115 mg) in 1,4-dioxane (20 ml) were heated at reflux overnight. Purification by column chromatography on silica using 3-6% MeOH/CH2Cl2 as the eluent afforded 7-(1-methyl-1-triethylsilanyloxyethyl)-3-[2-(pyridin-4-yl)pyrimidin-4-yl]imidazo[1,2-... Reactants: B (borane), ClC1=C(C=CC(=C1)Cl)C=1N=C(SC1C)N(CCC)C(C1=CC=C(C=C1)C(=O)O)CCC (4-(2,4-dichlorophenyl)-5-methyl-2-[N-(α-propyl-4-carboxybenzyl)-N-propylamino]thiazole), O (water), C([O-])([O-])=O.[K+].[K+] (potassium carbonate). Run in O1CCCC1 (tetrahydrofuran), O1CCCC1 (tetrahyrofuran), CO (methanol). Run at time 8 hour. Yields the product ClC1=C(C=CC(=C1)Cl)C=1N=C(SC1C)N(CCC)C(C1=CC=C(C=C1)CO)C1CC1 (4-(2,4-dichlorophenyl)-5-methyl-2-{N-[α-cyclopropyl-4-(hydroxymethyl)benzyl]N-propylamino}thiazole). As a reaction SMILES: B.[Cl:2][C:3]1[CH:8]=[C:7]([Cl:9])[CH:6]=[CH:5][C:4]=1[C:10]1[N:11]=[C:12]([N:16]([CH:20]([CH2:30][CH2:31][CH3:32])[C:21]2[CH:26]=[CH:25][C:24]([C:27](O)=[O:28])=[CH:23][CH:22]=2)[CH2:17][CH2:18][CH3:19])[S:13][C:14]=1[CH3:15].O.C(=O)([O-])[O-].[K+].[K+]>O1CCCC1.CO>[Cl:2][C:3]1[CH:8]=[C:7]([Cl:9])[CH:6]=[CH:5][C:4]=1[C:10]1[N:11]=[C:12]([N:16]([CH:20]([CH:30]2[CH2:32][CH2:31]2)[C:21]2[CH:22]=[CH:23][C:24]([CH2:27][OH:28])=[CH:25][CH:26]=2)[CH2:17][CH2:18][CH3:19])[S:13][C:14]=1[CH3:15] |f:3.4.5|. Reported procedure: 2 ml of 1N borane solution in tetrahydrofuran are added, at -7° C., to 403 mg of the compound of Example 1 in 15 ml of anhydrous tetrahyrofuran, and the mixture is then left stirring overnight. 10 ml of water and 2 ml of methanol are then added in the presence of potassium carbonate. The reaction mixture is evaporated to dryness under vacuum. Starting materials: COC(OC)C(C)C1CCC2C3=CC=C4CC(O)CC(O)C4(C)C3CCC21C, CC(C1OCC(C)(C)CO1)C1CCC2C3=CC=C4CC(O)CC(O)C4(C)C3CCC21C. The product is CC(C=O)C1CCC2C3=CC=C4CC(O)CC(O)C4(C)C3CCC21C. Reaction SMILES: [CH3:1][O:2][CH:3]([CH:4]([CH:5]1[CH2:6][CH2:7][CH:8]2[C:9]3=[CH:10][CH:11]=[C:12]4[CH2:13][CH:14]([OH:25])[CH2:15][CH:16]([OH:24])[C:17]4([CH3:18])[CH:19]3[CH2:20][CH2:21][C:22]12[CH3:23])[CH3:26])[O:27][CH3:28].[CH3:29][C:30]1([CH3:31])[CH2:32][O:33][CH:34]([CH:35]([CH:36]2[C:37]3([CH3:38])[CH:39]([C:40]4=[CH:54][CH:53]=[C:46]5[C:44]([CH3:45])([CH:41]4[CH2:42][CH2:43]3)[CH:51]([OH:52])[CH2:50][CH:48]([OH:49])[CH2:47]5)[CH2:55][CH2:56]2)[CH3:57])[O:58][CH2:59]1>>[O:2]=[CH:3][CH:4]([CH:5]1[CH2:6][CH2:7][CH:8]2[C:9]3=[CH:10][CH:11]=[C:12]4[CH2:13][CH:14]([OH:25])[CH2:15][CH:16]([OH:24])[C:17]4([CH3:18])[CH:19]3[CH2:20][CH2:21][C:22]12[CH3:23])[CH3:26].